The task is: describe an organic reaction: reactants, conditions, products, and yield. This data is from the Open Reaction Database (ORD), a public repository of structured organic reaction records. The reactants are COCC1(COC)CO1, [K+], O, N#C[S-]. Product: COCC1(COC)CS1. RXN SMILES: [CH3:1][O:2][CH2:3][C:4]1([CH2:7][O:8][CH3:9])[O:5][CH2:6]1.[K+:10].[OH2:14].[S-:11][C:12]#[N:13]>>[CH3:1][O:2][CH2:3][C:4]1([CH2:7][O:8][CH3:9])[CH2:6][S:11]1. The reactants are CCO, CCOC(=O)C=Cc1c(-c2ccc(F)cc2OC)n(C(C)C)c(=O)c2ccccc12, [Na+], [OH-]. The product is COc1cc(F)ccc1-c1c(C=CC(=O)O)c2ccccc2c(=O)n1C(C)C. As a reaction SMILES: [CH3:33][CH2:34][OH:35].[F:3][c:4]1[cH:5][c:6]([O:31][CH3:32])[c:7](-[c:10]2[n:11]([CH:28]([CH3:29])[CH3:30])[c:12](=[O:27])[c:13]3[cH:14][cH:15][cH:16][cH:17][c:18]3[c:19]2[CH:20]=[CH:21][C:22](=[O:23])[O:24][CH2:25][CH3:26])[cH:8][cH:9]1.[Na+:2].[OH-:1]>>[F:3][c:4]1[cH:5][c:6]([O:31][CH3:32])[c:7](-[c:10]2[n:11]([CH:28]([CH3:29])[CH3:30])[c:12](=[O:27])[c:13]3[cH:14][cH:15][cH:16][cH:17][c:18]3[c:19]2[CH:20]=[CH:21][C:22](=[O:23])[OH:24])[cH:8][cH:9]1. Reactants: FC1=C(C(=CC=C1)O)C1=NC2=CC(=CC=C2C(=N1)N1C[C@@H](CC1)NC(OCC)=O)C ((R)-ethyl 1-(2-(2-fluoro-6-hydroxyphenyl)-7-methylquinazolin-4-yl)pyrrolidin-3-ylcarbamate), solution, Cl (HCl). The solvent is C(Cl)Cl (CH2Cl2), CCOCC (ether), CCOCC (ether). Conditions: time 30 minute. Yields the product Cl.FC1=C(C(=CC=C1)O)C1=NC2=CC(=CC=C2C(=N1)N1C[C@@H](CC1)NC(OCC)=O)C ((R)-ethyl 1-(2-(2-fluoro-6-hydroxyphenyl)-7-methylquinazolin-4-yl)pyrrolidin-3-ylcarbamate hydrochloride). Yield: 100.0%. Reaction SMILES: [F:1][C:2]1[CH:7]=[CH:6][CH:5]=[C:4]([OH:8])[C:3]=1[C:9]1[N:18]=[C:17]([N:19]2[CH2:23][CH2:22][C@@H:21]([NH:24][C:25](=[O:29])[O:26][CH2:27][CH3:28])[CH2:20]2)[C:16]2[C:11](=[CH:12][C:13]([CH3:30])=[CH:14][CH:15]=2)[N:10]=1.[ClH:31]>C(Cl)Cl.CCOCC>[ClH:31].[F:1][C:2]1[CH:7]=[CH:6][CH:5]=[C:4]([OH:8])[C:3]=1[C:9]1[N:18]=[C:17]([N:19]2[CH2:23][CH2:22][C@@H:21]([NH:24][C:25](=[O:29])[O:26][CH2:27][CH3:28])[CH2:20]2)[C:16]2[C:11](=[CH:12][C:13]([CH3:30])=[CH:14][CH:15]=2)[N:10]=1 |f:4.5|. Procedure: To a solution of (R)-ethyl 1-(2-(2-fluoro-6-hydroxyphenyl)-7-methylquinazolin-4-yl)pyrrolidin-3-ylcarbamate (129 mg, 0.31 mmol) in CH2Cl2 (10 mL) was added a 2.0 M solution of HCl in ether (0.155 mL). After the addition of ether (28 mL), a precipitate formed, and the mixture was stirred for 30 minutes. The solid was filtered and dried under high vacuum to give (R)-ethyl 1-(2-(2-fluoro-6-hydroxyphenyl)-7-methylquinazolin-4-yl)pyrrolidin-3-ylcarbamate hydrochloride (HCl salt of compound 10) (140 m... Starting materials: COCOC1=CC=CC=2SC(=CC21)C(=O)O (4-(methoxymethyloxy)benzo(b)thiophene-2-carboxylic acid), N1CCOCC1 (morpholine), P(=O)(OCC)(OCC)C#N (diethyl cyanophosphate). The product is OC1=CC=CC=2SC(=CC21)C(=O)N2CCOCC2 (4-(4-hydroxybenzo(b)thiophene-2-carbonyl)morpholine). Yield: 105.9%. Reaction SMILES: COC[O:4][C:5]1[C:13]2[CH:12]=[C:11]([C:14]([OH:16])=O)[S:10][C:9]=2[CH:8]=[CH:7][CH:6]=1.[NH:17]1[CH2:22][CH2:21][O:20][CH2:19][CH2:18]1.P(C#N)(OCC)(OCC)=O>>[OH:4][C:5]1[C:13]2[CH:12]=[C:11]([C:14]([N:17]3[CH2:22][CH2:21][O:20][CH2:19][CH2:18]3)=[O:16])[S:10][C:9]=2[CH:8]=[CH:7][CH:6]=1. Reported procedure: By the reactions in the same manner as in Starting Material Synthesis Example 16 using 4-(methoxymethyloxy)benzo(b)thiophene-2-carboxylic acid (3.5 g), morpholine (1.0 g) and diethyl cyanophosphate (3.1 g), 4-(4-hydroxybenzo(b)thiophene-2-carbonyl)morpholine (3.2 g) was obtained as a brown oil. By the reactions in the same manner as in Starting Material Synthesis Example 1 using the brown oil (2.0 g) and (S)-glycidyl nosylate (2.1 g), the title compound (2.0 g) was obtained as brown crystals. The reactants are ClC(=O)N1C2=C(NC(C3=C1C=CC=C3)=O)C=CC=N2 (11-chlorocarbonyl-5,11-dihydro-6H-pyrido[2,3-b][1,4]benzodiazepin-6-one), C(CCC)[Li] (n-butyl-lithium), C(C#C)O (propargyl alcohol). Run in O1CCCC1 (tetrahydrofuran), CCCCCC (n-hexane), O1CCCC1 (tetrahydrofuran). Run at time 30 minute. Product: C(C#C)OC(=O)N1C2=C(NC(C3=C1C=CC=C3)=O)C=CC=N2 (5,11-Dihydro-11-[[(2-propynyl)oxy]carbonyl]-6H-pyrido[2,3-b][1,4]benzodiazepin-6-one). RXN SMILES: C([Li])CCC.[CH2:6]([OH:9])[C:7]#[CH:8].Cl[C:11]([N:13]1[C:19]2[CH:20]=[CH:21][CH:22]=[CH:23][C:18]=2[C:17](=[O:24])[NH:16][C:15]2[CH:25]=[CH:26][CH:27]=[N:28][C:14]1=2)=[O:12]>CCCCCC.O1CCCC1>[CH2:6]([O:9][C:11]([N:13]1[C:19]2[CH:20]=[CH:21][CH:22]=[CH:23][C:18]=2[C:17](=[O:24])[NH:16][C:15]2[CH:25]=[CH:26][CH:27]=[N:28][C:14]1=2)=[O:12])[C:7]#[CH:8]. Procedure: At 15° to 20° C., 3.08 g (0.048 mol) of n-butyl-lithium in 30 ml of n-hexane are added dropwise to a solution of 2.24 g (0.04 mol) of propargyl alcohol in 120 ml of tetrahydrofuran. After it has all been added, the mixture is stirred for a further 30 minutes at ambient temperature and then mixed with a suspension of 10.9 g (0.04 mol) of 11-chlorocarbonyl-5,11-dihydro-6H-pyrido[2,3-b][1,4]benzodiazepin-6-one in 250 ml of tetrahydrofuran. In order to complete the reaction the mixture is stirred fo... Starting materials: CON (Hydroxylamine methyl ether), O (Water), CN1CCC2(CC1)C1=CC=CC=C1OC=1C=CC=CC12 (1'-methylxanthene-9-spiro-4'-piperidine), solution, C(C)(C)(C)[Li] (t-butyl lithium). The solvent is CCCCCC (hexane), CCCCCC (hexane), CCCCC (pentane). Yields the product CN1CCC2(CC1)C1=CC=CC=C1OC=1C(=CC=CC12)N (1'-methyl-4-aminoxanthene-9-spiro-4'-piperidine). Reaction SMILES: [CH3:1][N:2]1[CH2:7][CH2:6][C:5]2([C:20]3[CH:19]=[CH:18][CH:17]=[CH:16][C:15]=3[O:14][C:13]3[C:8]2=[CH:9][CH:10]=[CH:11][CH:12]=3)[CH2:4][CH2:3]1.C([Li])(C)(C)C.CO[NH2:28].O>CCCCCC.CCCCC>[CH3:1][N:2]1[CH2:7][CH2:6][C:5]2([C:20]3[CH:19]=[CH:18][CH:17]=[C:16]([NH2:28])[C:15]=3[O:14][C:13]3[C:8]2=[CH:9][CH:10]=[CH:11][CH:12]=3)[CH2:4][CH2:3]1. Reported procedure: To a solution of 1'-methylxanthene-9-spiro-4'-piperidine (1.3 g.) in hexane (25 ml.) in an argon atmosphere is added a 1.6 molar solution of t-butyl lithium in pentane (3.5 ml.) with stirring at room temperature. The mixture is stirred for 1 hour at room temperature. Hydroxylamine methyl ether (0.4 g.) in hexane (5 ml.) is added dropwise during 5 minutes. Water is added and the organic layer separated, washed with water and dried with MgSO4. The solvent is evaporated to give a solid residue, whi... As a reaction SMILES: [Br:1][C:2]1[CH:7]=[CH:6][C:5]([C@@H:8]2[C:17]3[C:12](=[CH:13][CH:14]=[CH:15][CH:16]=3)[CH2:11][C@H:10]([CH3:18])[NH:9]2)=[CH:4][CH:3]=1.[F:19][C:20]1[CH:25]=[CH:24][C:23]([N:26]=[C:27]=[O:28])=[CH:22][CH:21]=1>C(Cl)Cl>[Br:1][C:2]1[CH:7]=[CH:6][C:5]([C@@H:8]2[C:17]3[C:12](=[CH:13][CH:14]=[CH:15][CH:16]=3)[CH2:11][C@H:10]([CH3:18])[N:9]2[C:27]([NH:26][C:23]2[CH:24]=[CH:25][C:20]([F:19])=[CH:21][CH:22]=2)=[O:28])=[CH:4][CH:3]=1. Reactants: BrC1=CC=C(C=C1)[C@H]1N[C@H](CC2=CC=CC=C12)C ((1R,3S)-1-(4-bromophenyl)-3-methyl-1,2,3,4-tetrahydroisoquinoline), FC1=CC=C(C=C1)N=C=O (1-fluoro-4-isocyanatobenzene). Conditions: time 4 hour. The solvent is C(Cl)Cl (CH2Cl2). Procedure: To a solution of (1R,3S)-1-(4-bromophenyl)-3-methyl-1,2,3,4-tetrahydroisoquinoline (48.5 mg, 160 μmol) in CH2Cl2 (1.0 mL) at RT was added 1-fluoro-4-isocyanatobenzene (28.9 μL, 249 μmol). The reaction was stirred 4 h and directly purified by reverse phase HPLC to give (1R,3S)-1-(4-bromophenyl)-N-(4-fluorophenyl)-3-methyl-3,4-dihydroisoquinoline-2(1H)-carboxamide as a white solid. MS (ESI pos. ion) m/z: 439, 441 (M+1). The product is BrC1=CC=C(C=C1)[C@H]1N([C@H](CC2=CC=CC=C12)C)C(=O)NC1=CC=C(C=C1)F ((1R,3S)-1-(4-bromophenyl)-N-(4-fluorophenyl)-3-methyl-3,4-dihydroisoquinoline-2(1H)-carboxamide). Reaction SMILES: C(OC([N:8]1[C:17]2[C:12](=[CH:13][CH:14]=[C:15]([CH:18]([CH:24]=[CH:25][C:26]3[CH:31]=[CH:30][C:29]([C:32]([O:34][CH3:35])=[O:33])=[CH:28][CH:27]=3)[CH2:19][CH2:20][CH2:21][CH2:22][CH3:23])[CH:16]=2)[C:11]([CH3:37])([CH3:36])[CH2:10][CH2:9]1)=O)(C)(C)C.FC(F)(F)C(O)=O>ClCCl>[CH3:35][O:34][C:32](=[O:33])[C:29]1[CH:28]=[CH:27][C:26]([CH:25]=[CH:24][CH:18]([C:15]2[CH:16]=[C:17]3[C:12]([C:11]([CH3:37])([CH3:36])[CH2:10][CH2:9][NH:8]3)=[CH:13][CH:14]=2)[CH2:19][CH2:20][CH2:21][CH2:22][CH3:23])=[CH:31][CH:30]=1. Procedure: A solution of 7-{1-[2-(4-methoxycarbonyl-phenyl)-vinyl]-hexyl}-4,4-dimethyl-3,4-dihydro-2H-quinoline-1-carboxylic acid tert-butyl ester (0.98 g) in 10 mL of dichloromethane was treated with 1.5 mL of trifluoroacetic acid. The mixture was stirred at room temperature for four hours and then was concentrated in vacuo to yield 0.72 g of 4-[3-(4,4-dimethyl-1,2,3,4-tetrahydro-quinolin-7-yl)-oct-1-enyl]-benzoic acid methyl ester as a yellow oil. The product is COC(C1=CC=C(C=C1)C=CC(CCCCC)C1=CC=C2C(CCNC2=C1)(C)C)=O (4-[3-(4,4-dimethyl-1,2,3,4-tetrahydro-quinolin-7-yl)-oct-1-enyl]-benzoic acid methyl ester). Isolated yield 91.6%. Reaction conditions: time 4 hour. Run in ClCCl (dichloromethane). The reactants are C(C)(C)(C)OC(=O)N1CCC(C2=CC=C(C=C12)C(CCCCC)C=CC1=CC=C(C=C1)C(=O)OC)(C)C (7-{1-[2-(4-methoxycarbonyl-phenyl)-vinyl]-hexyl}-4,4-dimethyl-3,4-dihydro-2H-quinoline-1-carboxylic acid tert-butyl ester), FC(C(=O)O)(F)F (trifluoroacetic acid). Reactants: C[O-], CO, Cl, COC(=O)C(c1ccc2cc(OC(F)F)ccc2c1)C(F)F, NO, [Na+]. Yields the product O=C(NO)C(c1ccc2cc(OC(F)F)ccc2c1)C(F)F. RXN SMILES: [CH3:23][O-:24].[CH3:29][OH:30].[ClH:26].[F:1][CH:2]([O:3][c:4]1[cH:5][c:6]2[cH:7][cH:8][c:9]([CH:14]([C:15](=[O:16])[O:17][CH3:18])[CH:19]([F:20])[F:21])[cH:10][c:11]2[cH:12][cH:13]1)[F:22].[NH2:27][OH:28].[Na+:25]>>[F:1][CH:2]([O:3][c:4]1[cH:5][c:6]2[cH:7][cH:8][c:9]([CH:14]([C:15](=[O:16])[NH:27][OH:28])[CH:19]([F:20])[F:21])[cH:10][c:11]2[cH:12][cH:13]1)[F:22].